Task: describe an organic reaction: reactants, conditions, products, and yield. Dataset: the Open Reaction Database (ORD), a public repository of structured organic reaction records Starting materials: N1(N=NC=C1)C=1C=C(C(=O)O)C=CC1 (3-(1H-1,2,3-triazol-1-yl)benzoic acid), CO (MeOH), O (water), B.C1CCOC1 (BH3.THF). Run in C1CCOC1 (THF). Conditions: temperature 0 celsius, time 1 hour. Product: N1(N=NC=C1)C=1C=C(C=CC1)CO ((3-(1H-1,2,3-triazol-1-yl)phenyl)methanol). Reaction SMILES: [N:1]1([C:6]2[CH:7]=[C:8]([CH:12]=[CH:13][CH:14]=2)[C:9](O)=[O:10])[CH:5]=[CH:4][N:3]=[N:2]1.B.C1COCC1.CO.O>C1COCC1>[N:1]1([C:6]2[CH:7]=[C:8]([CH2:9][OH:10])[CH:12]=[CH:13][CH:14]=2)[CH:5]=[CH:4][N:3]=[N:2]1 |f:1.2|. Procedure: A cooled (0° C.) solution of the minor isomer 3-(1H-1,2,3-triazol-1-yl)benzoic acid (210 mg; 1.11 mmol) in anh. THF (3 ml) was treated dropwise with a BH3.THF (1.0 M in THF; 2.77 ml; 2.77 mmol), and this mixture was stirred at 0° C., under nitrogen, for 1 h, and then at rt for 17 h. The resulting reaction mixture was then cooled to 0° C., and treated successively with MeOH (10 ml) and water (10 ml). The organic solvents were removed under reduced pressure, and the resulting aq. layer was extract...